From a dataset of the Open Reaction Database (ORD), a public repository of structured organic reaction records. describe an organic reaction: reactants, conditions, products, and yield The reactants are O=C([O-])O, CC1COCCN1c1cc(CS(C)(=O)=O)nc(-c2cnc(N)s2)n1, CCCCCC, CCOCC, O=C(Cl)Oc1ccccc1, [Na+], C1COCCO1. The product is CC1COCCN1c1cc(CS(C)(=O)=O)nc(-c2cnc(NC(=O)Oc3ccccc3)s2)n1. As a reaction SMILES: [C:25](=[O:26])([O-:27])[OH:28].[CH3:1][CH:2]1[CH2:3][O:4][CH2:5][CH2:6][N:7]1[c:8]1[n:9][c:10](-[c:19]2[cH:20][n:21][c:22]([NH2:24])[s:23]2)[n:11][c:12]([CH2:14][S:15](=[O:16])(=[O:17])[CH3:18])[cH:13]1.[CH3:40][CH2:41][CH2:42][CH2:43][CH2:44][CH3:45].[CH3:52][CH2:53][O:54][CH2:55][CH3:56].[Cl:30][C:31](=[O:32])[O:33][c:34]1[cH:35][cH:36][cH:37][cH:38][cH:39]1.[Na+:29].[O:46]1[CH2:47][CH2:48][O:49][CH2:50][CH2:51]1>>[CH3:1][CH:2]1[CH2:3][O:4][CH2:5][CH2:6][N:7]1[c:8]1[n:9][c:10](-[c:19]2[cH:20][n:21][c:22]([NH:24][C:31](=[O:32])[O:33][c:34]3[cH:35][cH:36][cH:37][cH:38][cH:39]3)[s:23]2)[n:11][c:12]([CH2:14][S:15](=[O:16])(=[O:17])[CH3:18])[cH:13]1. Reactants: CCCc1nc2ccccc2n1Cc1ccc(-c2ncccc2C(=O)OC)cc1, [Na+], C1COCCO1, [OH-]. Product: CCCc1nc2ccccc2n1Cc1ccc(-c2ncccc2C(=O)O)cc1. Reaction SMILES: [CH2:1]([CH2:2][CH3:3])[c:4]1[n:5][c:6]2[c:7]([n:8]1[CH2:9][c:10]1[cH:11][cH:12][c:13](-[c:16]3[n:17][cH:18][cH:19][cH:20][c:21]3[C:22](=[O:23])[O:24][CH3:25])[cH:14][cH:15]1)[cH:26][cH:27][cH:28][cH:29]2.[Na+:31].[O:32]1[CH2:33][CH2:34][O:35][CH2:36][CH2:37]1.[OH-:30]>>[CH2:1]([CH2:2][CH3:3])[c:4]1[n:5][c:6]2[c:7]([n:8]1[CH2:9][c:10]1[cH:11][cH:12][c:13](-[c:16]3[n:17][cH:18][cH:19][cH:20][c:21]3[C:22](=[O:23])[OH:24])[cH:14][cH:15]1)[cH:26][cH:27][cH:28][cH:29]2.